This data is from the Open Reaction Database (ORD), a public repository of structured organic reaction records. The task is: describe an organic reaction: reactants, conditions, products, and yield The reactants are NC=1C(=NNC1C1=CC=CC=C1)C(F)(F)F (4-amino-5-phenyl-3-trifluoromethyl-1H-pyrazole), N1=CC=CC=C1 (pyridine), C(C1=CC=CC=C1)(=O)Cl (benzoyl chloride). Solvent: ClCCl (dichloromethane). Reaction conditions: time 5 hour. Yields the product C1(=CC=CC=C1)C1=C(C(=NN1)C(F)(F)F)NC(C1=CC=CC=C1)=O (N-(5-Phenyl-3-trifluoromethyl-1H-pyrazol-4-yl)-benzamide). Reaction SMILES: [NH2:1][C:2]1[C:3]([C:13]([F:16])([F:15])[F:14])=[N:4][NH:5][C:6]=1[C:7]1[CH:12]=[CH:11][CH:10]=[CH:9][CH:8]=1.N1C=CC=CC=1.[C:23](Cl)(=[O:30])[C:24]1[CH:29]=[CH:28][CH:27]=[CH:26][CH:25]=1>ClCCl>[C:7]1([C:6]2[NH:5][N:4]=[C:3]([C:13]([F:16])([F:15])[F:14])[C:2]=2[NH:1][C:23](=[O:30])[C:24]2[CH:29]=[CH:28][CH:27]=[CH:26][CH:25]=2)[CH:12]=[CH:11][CH:10]=[CH:9][CH:8]=1. Procedure details: A solution of 1.0 g of 4-amino-5-phenyl-3-trifluoromethyl-1H-pyrazole in 30 mL of dichloromethane was treated with 1.1 mL of pyridine followed by 0.57 mL of benzoyl chloride. The reaction mixture was stirred at RT for 5 hours and then concentrated. The residue was partitioned between ethyl acetate and water. The organic portion was washed with brine, dried over magnesium sulfate, filtered and concentrated. The residue was purified by MPLC, eluting with 2/3 ethyl acetate/heptane, to give the titl... Reported procedure: (3-Phenyl-1H-pyrazol-5-yl)(3,4,5-trimethoxyphenyl)methanone (1k) was prepared using the same method as used of compound 1c from 3-phenyl-1H-pyrazole-5-carboxylic acid. 1H NMR (500 MHz, CDCl3 δ 10.97 (br, 1H), 7.77 (s, br, 2H), 7.48-7.38 (m, 5H), 7.14 (s, br, 1H), 3.96 (s, 3H), 3.94 (s, 6H); MS (ESI) m/z 361.1 (M+Na)+, 337.0 (M−H)−. Reaction SMILES: C1(C2N=C([C:13]([C:15]3[CH:20]=[C:19]([O:21][CH3:22])[C:18]([O:23][CH3:24])=[C:17]([O:25][CH3:26])[CH:16]=3)=[O:14])C=CC=2)C=CC=CC=1.[C:27]1([C:33]2[CH:37]=[C:36](C(O)=O)[NH:35][N:34]=2)[CH:32]=[CH:31][CH:30]=[CH:29][CH:28]=1>>[C:27]1([C:33]2[CH:37]=[C:36]([C:13]([C:15]3[CH:16]=[C:17]([O:25][CH3:26])[C:18]([O:23][CH3:24])=[C:19]([O:21][CH3:22])[CH:20]=3)=[O:14])[NH:35][N:34]=2)[CH:28]=[CH:29][CH:30]=[CH:31][CH:32]=1. The product is C1(=CC=CC=C1)C1=NNC(=C1)C(=O)C1=CC(=C(C(=C1)OC)OC)OC ((3-Phenyl-1H-pyrazol-5-yl)(3,4,5-trimethoxyphenyl)methanone). Reactants: C1(=CC=CC=C1)C1=CC=CC(=N1)C(=O)C1=CC(=C(C(=C1)OC)OC)OC ((6-Phenylpyridin-2-yl)(3,4,5-trimethoxyphenyl)methanone), C1(=CC=CC=C1)C1=NNC(=C1)C(=O)O (3-phenyl-1H-pyrazole-5-carboxylic acid). Starting materials: CCOC(=O)CC(=O)OCC, CCO, BrCCCCOCCC1CCCCC1, [Na]. Product: CCOC(=O)C1(CCCCOCCC2CCCCC2)CO1. Reaction SMILES: [CH2:15]([O:16][C:18]([CH2:19][C:20](=[O:21])[O:22][CH2:23][CH3:24])=[O:25])[CH3:17].[CH3:27][CH2:28][OH:29].[CH:1]1([CH2:7][CH2:8][O:9][CH2:10][CH2:11][CH2:12][CH2:13][Br:14])[CH2:2][CH2:3][CH2:4][CH2:5][CH2:6]1.[Na:26]>>[CH:1]1([CH2:7][CH2:8][O:9][CH2:10][CH2:11][CH2:12][CH2:13][C:19]2([C:20](=[O:21])[O:22][CH2:23][CH3:24])[CH2:18][O:25]2)[CH2:2][CH2:3][CH2:4][CH2:5][CH2:6]1. The reactants are [H-].[Na+] (sodium hydride), CS(=O)(=O)C (dimethylsulfone), CN(C=1C=C(C(=O)OC)C=C(C1N(C(C)=O)C)N(C)C)C (methyl 3,5-bis(dimethylamino)-4-(N-methylacetamido)benzoate). The solvent is CS(=O)C (dimethylsulfoxide). Conditions: temperature 70 celsius, time 2 hour. The product is CN(C1=C(N(C(C)=O)C)C(=CC(=C1)C(CS(=O)(=O)C)=O)N(C)C)C (2'.6'-bis(dimethylamino)-N-methyl-4'-[(methylsulfonyl)acetyl]acetanilide). As a reaction SMILES: [H-].[Na+].[CH3:3][S:4]([CH3:7])(=[O:6])=[O:5].[CH3:8][N:9]([CH3:28])[C:10]1[CH:11]=[C:12]([CH:17]=[C:18]([N:25]([CH3:27])[CH3:26])[C:19]=1[N:20]([CH3:24])[C:21](=[O:23])[CH3:22])[C:13](OC)=[O:14]>CS(C)=O>[CH3:27][N:25]([CH3:26])[C:18]1[CH:17]=[C:12]([C:13](=[O:14])[CH2:3][S:4]([CH3:7])(=[O:6])=[O:5])[CH:11]=[C:10]([N:9]([CH3:28])[CH3:8])[C:19]=1[N:20]([CH3:24])[C:21](=[O:23])[CH3:22] |f:0.1|. Procedure details: A suspension of 0.77 g. of sodium hydride (50% suspension in oil) and 2.28 g. of dimethylsulfone in 28 ml. of dimethylsulfoxide was stirred with the exclusion of moisture and under nitrogen for 2 hours at 50° C. 2 G. of methyl 3,5-bis(dimethylamino)-4-(N-methylacetamido)benzoate were then added, the mixture heated to 70° C. for a short time and stirred for a further 2 hours without heating. The solution was diluted with 100 ml. of ice water, washed with 100 ml. of low-boiling petroleum ether, th... Reactants: CN1CCCC1=O, CCN(C(C)C)C(C)C, Oc1nc(Cl)nc2ccc(-c3ccc(F)cc3)nc12, CC(N)c1ccc(S(=O)(=O)NC(C)(C)C)cc1. The product is CC(Nc1nc(O)c2nc(-c3ccc(F)cc3)ccc2n1)c1ccc(S(=O)(=O)NC(C)(C)C)cc1. As a reaction SMILES: [CH3:46][N:47]1[CH2:48][CH2:49][CH2:50][C:51]1=[O:52].[CH:37]([N:38]([CH2:39][CH3:40])[CH:41]([CH3:42])[CH3:43])([CH3:44])[CH3:45].[Cl:1][c:2]1[n:3][c:4]([OH:19])[c:5]2[c:6]([n:7]1)[cH:8][cH:9][c:10](-[c:12]1[cH:13][cH:14][c:15]([F:18])[cH:16][cH:17]1)[n:11]2.[NH2:20][CH:21]([CH3:22])[c:23]1[cH:24][cH:25][c:26]([S:29](=[O:30])(=[O:31])[NH:32][C:33]([CH3:34])([CH3:35])[CH3:36])[cH:27][cH:28]1>>[c:2]1([NH:20][CH:21]([CH3:22])[c:23]2[cH:24][cH:25][c:26]([S:29](=[O:30])(=[O:31])[NH:32][C:33]([CH3:34])([CH3:35])[CH3:36])[cH:27][cH:28]2)[n:3][c:4]([OH:19])[c:5]2[c:6]([n:7]1)[cH:8][cH:9][c:10](-[c:12]1[cH:13][cH:14][c:15]([F:18])[cH:16][cH:17]1)[n:11]2. The reactants are O=Cc1cccc(Br)c1, Cc1cccc(C)c1B(O)O, CCO, Cc1ccccc1, CCOC(C)=O, [Na+], [Na+], O=C([O-])[O-], O, c1ccc(P(c2ccccc2)(c2ccccc2)[Pd](P(c2ccccc2)(c2ccccc2)c2ccccc2)(P(c2ccccc2)(c2ccccc2)c2ccccc2)P(c2ccccc2)(c2ccccc2)c2ccccc2)cc1. Yields the product Cc1cccc(C)c1-c1cccc(C=O)c1. Reaction SMILES: [Br:1][c:2]1[cH:3][c:4]([CH:5]=[O:6])[cH:7][cH:8][cH:9]1.[CH3:10][c:11]1[c:12]([B:18]([OH:19])[OH:20])[c:13]([CH3:17])[cH:14][cH:15][cH:16]1.[CH3:27][CH2:28][OH:29].[CH3:30][c:31]1[cH:32][cH:33][cH:34][cH:35][cH:36]1.[CH3:38][CH2:39][O:40][C:41](=[O:42])[CH3:43].[Na+:21].[Na+:22].[O-:23][C:24](=[O:25])[O-:26].[OH2:37].[cH:44]1[cH:45][cH:46][c:47]([P:48]([Pd:49]([P:50]([c:51]2[cH:52][cH:53][cH:54][cH:55][cH:56]2)([c:57]2[cH:58][cH:59][cH:60][cH:61][cH:62]2)[c:63]2[cH:64][cH:65][cH:66][cH:67][cH:68]2)([P:69]([c:70]2[cH:71][cH:72][cH:73][cH:74][cH:75]2)([c:76]2[cH:77][cH:78][cH:79][cH:80][cH:81]2)[c:82]2[cH:83][cH:84][cH:85][cH:86][cH:87]2)[P:88]([c:89]2[cH:90][cH:91][cH:92][cH:93][cH:94]2)([c:95]2[cH:96][cH:97][cH:98][cH:99][cH:100]2)[c:101]2[cH:102][cH:103][cH:104][cH:105][cH:106]2)([c:107]2[cH:108][cH:109][cH:110][cH:111][cH:112]2)[c:113]2[cH:114][cH:115][cH:116][cH:117][cH:118]2)[cH:119][cH:120]1>>[c:2]1(-[c:12]2[c:11]([CH3:10])[cH:16][cH:15][cH:14][c:13]2[CH3:17])[cH:3][c:4]([CH:5]=[O:6])[cH:7][cH:8][cH:9]1. Reactants: COC(OC)OC, CO, O=Cc1ccc([N+](=O)[O-])cc1, Cc1ccc(S(=O)(=O)[O-])cc1, c1cc[nH+]cc1. As a reaction SMILES: [CH3:29][O:30][CH:31]([O:32][CH3:33])[O:34][CH3:35].[CH3:36][OH:37].[N+:1](=[O:2])([O-:3])[c:4]1[cH:5][cH:6][c:7]([CH:8]=[O:9])[cH:10][cH:11]1.[c:12]1([CH3:13])[cH:14][cH:15][c:16]([S:17]([O-:18])(=[O:19])=[O:20])[cH:21][cH:22]1.[nH+:23]1[cH:24][cH:25][cH:26][cH:27][cH:28]1>>[N+:1](=[O:2])([O-:3])[c:4]1[cH:5][cH:6][c:7]([CH:31]([O:30][CH3:29])[O:32][CH3:33])[cH:10][cH:11]1. Product: COC(OC)c1ccc([N+](=O)[O-])cc1. The reactants are ClC=1C=C2C=CNC2=CC1 (5-chloroindole), O (water), [H-].[Na+] (sodium hydride), CC1OC1 ((RS)-methyloxirane). The solvent is O1CCCC1 (tetrahydrofuran), CCOCC (ether). Conditions: time 1 hour. Yields the product ClC=1C=C2C=CN(C2=CC1)CC(C)O ((RS)-1-(5-chloro-indol-1-yl)-propan-2-ol). Isolated yield 87.0%. RXN SMILES: [H-].[Na+].[Cl:3][C:4]1[CH:5]=[C:6]2[C:10](=[CH:11][CH:12]=1)[NH:9][CH:8]=[CH:7]2.[CH3:13][CH:14]1[CH2:16][O:15]1.O>O1CCCC1.CCOCC>[Cl:3][C:4]1[CH:5]=[C:6]2[C:10](=[CH:11][CH:12]=1)[N:9]([CH2:13][CH:14]([OH:15])[CH3:16])[CH:8]=[CH:7]2 |f:0.1|. Reported procedure: A suspension of 0.4 g of sodium hydride dispersion in 60 ml of tetrahydrofuran was treated with 1.74 g of 5-chloroindole at 0° and stirred at this temperature for 1 hour. After the addition of 1.6 ml of (RS)-methyloxirane the reaction mixture was stirred at room temperature for 48 hours and subsequently treated with 11 ml of water. The mixture was diluted with 300 ml of ether, washed with 140 ml of water and with 70 ml of saturated sodium chloride solution and the organic phase was dried over so... Reactants: C(C)(=O)O (acetic acid), CC[O-].[Na+] (NaOEt), ClC=1C=C(C=C(C1)Cl)CC#N (3,5-dichlorophenylacetonitrile), C(C)(=O)OCC (ethyl acetate). Solvent: CCCCCC (hexane), O (water), C(C)O (ethanol), C(OC)COC (dimethoxyethane). Product: ClC=1C=C(C=C(C1)Cl)C(C#N)C(C)=O (2-(3,5-dichlorophenyl)-3-oxobutyronitrile). Isolated yield 179.5%. RXN SMILES: [CH3:1][CH2:2][O-:3].[Na+].[Cl:5][C:6]1[CH:7]=[C:8]([CH2:13][C:14]#[N:15])[CH:9]=[C:10]([Cl:12])[CH:11]=1.C(OCC)(=O)C.C(O)(=O)C>C(O)C.C(COC)OC.CCCCCC.O>[Cl:5][C:6]1[CH:7]=[C:8]([CH:13]([C:2](=[O:3])[CH3:1])[C:14]#[N:15])[CH:9]=[C:10]([Cl:12])[CH:11]=1 |f:0.1|. Procedure details: To a stirred solution of NaOEt (from 0.69 g sodium), in ethanol (25 ml) at reflux, was added over 5 minutes a mixture of 3,5-dichlorophenylacetonitrile (9.3 g) and ethyl acetate (3.3 g) in dry dimethoxyethane (10 ml). After stirring at reflux for 4 hours, the mixture was cooled on ice, acidified with acetic acid, poured into cold water and extracted with dichloromethane. The combined extracts were washed with water and concentrated to give an oil. Trituration with hexane gave 2-(3,5-dichlorophen... Reactants: C1COCCN1, Nc1nnc2c3c(c(Cl)nn12)CCCC3. The product is Nc1nnc2c3c(c(N4CCOCC4)nn12)CCCC3. As a reaction SMILES: [CH2:16]1[CH2:17][O:18][CH2:19][CH2:20][NH:21]1.[NH2:1][c:2]1[n:3][n:4][c:5]2[n:6]1[n:7][c:8]([Cl:15])[c:9]1[c:14]2[CH2:13][CH2:12][CH2:11][CH2:10]1>>[NH2:1][c:2]1[n:3][n:4][c:5]2[n:6]1[n:7][c:8]([N:21]1[CH2:16][CH2:17][O:18][CH2:19][CH2:20]1)[c:9]1[c:14]2[CH2:13][CH2:12][CH2:11][CH2:10]1.